Dataset: the Open Reaction Database (ORD), a public repository of structured organic reaction records. Task: describe an organic reaction: reactants, conditions, products, and yield The yield is 18.0%. RXN SMILES: C[Si](C)(C)[O:3][C:4]1[CH:9]=[C:8]([O:10][Si](C)(C)C)[CH:7]=[CH:6][N:5]=1.[C:17](Cl)(=[O:22])[CH2:18][CH2:19][CH2:20][CH3:21]>ClCCl>[C:17]([O:3][C:4]1[CH:9]=[C:8]([O:10][C:4](=[O:3])[CH2:9][CH2:8][CH2:7][CH3:6])[CH:7]=[CH:6][N:5]=1)(=[O:22])[CH2:18][CH2:19][CH2:20][CH3:21]. The product is C(CCCC)(=O)OC1=NC=CC(=C1)OC(CCCC)=O (2,4-di-n-pentanoyloxypyridine). The solvent is ClCCl (dichloromethane). Reactants: C[Si](OC1=NC=CC(=C1)O[Si](C)(C)C)(C)C (2,4-bis(trimethylsilyloxy)-pyridine), C(CCCC)(=O)Cl (pentanoyl chloride), stannic chloride. Procedure: The general procedure of Example 27 was repeated using 1.00 g of 2,4-bis(trimethylsilyloxy)-pyridine, 50 ml of dichloromethane, 1.02 ml of pentanoyl chloride and 0.10 ml of stannic chloride, thereby producing 200 mg of the title compound in a yield of 18%. Reaction SMILES: [Cl:1][C:2]1[CH:3]=[C:4]2[C:9](=[CH:10][C:11]=1[Cl:12])[NH:8][C:7](=O)[C:6]([CH2:14][CH2:15][CH2:16][Cl:17])=[N:5]2.O=P(Cl)(Cl)[Cl:20]>>[Cl:20][C:7]1[C:6]([CH2:14][CH2:15][CH2:16][Cl:17])=[N:5][C:4]2[C:9](=[CH:10][C:11]([Cl:12])=[C:2]([Cl:1])[CH:3]=2)[N:8]=1. Procedure: 6,7-Dichloro-3-(3-chloropropyl)-1H-quinoxalin-2-one (0.68 g, 2.33 mmol) was added to POCl3 (10 ml) and the resulting mixture was heated under reflux for 0.5 hours. The reaction mixture was poured onto ice and extracted with dichloromethane (3×). The combined organic layers were dried over anhydrous sodium sulfate, filtered and evaporate in vacuo. The resulting oil was purified by flash column chromatography (dichloromethane) to yield 21% of 2,6,7-trichloro-3-(3-chloropropyl)quinoxaline as a colo... Starting materials: ClC=1C=C2N=C(C(NC2=CC1Cl)=O)CCCCl (6,7-Dichloro-3-(3-chloropropyl)-1H-quinoxalin-2-one), O=P(Cl)(Cl)Cl (POCl3). Product: ClC1=NC2=CC(=C(C=C2N=C1CCCCl)Cl)Cl (2,6,7-trichloro-3-(3-chloropropyl)quinoxaline). Isolated yield 21.0%. Reaction SMILES: [CH3:1][C:2]([CH3:3])([CH2:4][CH2:5][CH2:6][CH2:7][CH2:8][O:9][c:10]1[c:11]([CH2:25][CH3:26])[cH:12][c:13]([Br:24])[c:14]([O:16][CH2:17][c:18]2[cH:19][cH:20][cH:21][cH:22][cH:23]2)[cH:15]1)[C:27]#[N:28].[CH3:51][CH2:52][OH:53].[CH3:54][CH2:55][O:56][C:57](=[O:58])[CH3:59].[F:35][c:36]1[cH:37][cH:38][c:39]([B:42]([OH:43])[OH:44])[cH:40][cH:41]1.[Na+:29].[Na+:30].[O-:31][C:32](=[O:33])[O-:34].[cH:45]1[cH:46][cH:47][cH:48][cH:49][cH:50]1.[cH:60]1[cH:61][cH:62][c:63]([P:64]([Pd:65]([P:66]([c:67]2[cH:68][cH:69][cH:70][cH:71][cH:72]2)([c:73]2[cH:74][cH:75][cH:76][cH:77][cH:78]2)[c:79]2[cH:80][cH:81][cH:82][cH:83][cH:84]2)([P:85]([c:86]2[cH:87][cH:88][cH:89][cH:90][cH:91]2)([c:92]2[cH:93][cH:94][cH:95][cH:96][cH:97]2)[c:98]2[cH:99][cH:100][cH:101][cH:102][cH:103]2)[P:104]([c:105]2[cH:106][cH:107][cH:108][cH:109][cH:110]2)([c:111]2[cH:112][cH:113][cH:114][cH:115][cH:116]2)[c:117]2[cH:118][cH:119][cH:120][cH:121][cH:122]2)([c:123]2[cH:124][cH:125][cH:126][cH:127][cH:128]2)[c:129]2[cH:130][cH:131][cH:132][cH:133][cH:134]2)[cH:135][cH:136]1>>[CH3:1][C:2]([CH3:3])([CH2:4][CH2:5][CH2:6][CH2:7][CH2:8][O:9][c:10]1[c:11]([CH2:25][CH3:26])[cH:12][c:13](-[c:39]2[cH:38][cH:37][c:36]([F:35])[cH:41][cH:40]2)[c:14]([O:16][CH2:17][c:18]2[cH:19][cH:20][cH:21][cH:22][cH:23]2)[cH:15]1)[C:27]#[N:28]. The product is CCc1cc(-c2ccc(F)cc2)c(OCc2ccccc2)cc1OCCCCCC(C)(C)C#N. The reactants are CCc1cc(Br)c(OCc2ccccc2)cc1OCCCCCC(C)(C)C#N, CCO, CCOC(C)=O, OB(O)c1ccc(F)cc1, [Na+], [Na+], O=C([O-])[O-], c1ccccc1, c1ccc(P(c2ccccc2)(c2ccccc2)[Pd](P(c2ccccc2)(c2ccccc2)c2ccccc2)(P(c2ccccc2)(c2ccccc2)c2ccccc2)P(c2ccccc2)(c2ccccc2)c2ccccc2)cc1. Reactants: [BH4-], CCO, O=Cc1cccc(OCCF)c1OCCF, [Na+], O=Cc1cccc(O)c1O. The product is OCc1cccc(OCCF)c1OCCF. As a reaction SMILES: [BH4-:27].[CH3:29][CH2:30][OH:31].[F:1][CH2:2][CH2:3][O:4][c:5]1[c:6]([CH:7]=[O:8])[cH:9][cH:10][cH:11][c:12]1[O:13][CH2:14][CH2:15][F:16].[Na+:28].[OH:17][c:18]1[c:19]([OH:20])[cH:21][cH:22][cH:23][c:24]1[CH:25]=[O:26]>>[F:1][CH2:2][CH2:3][O:4][c:5]1[c:6]([CH2:7][OH:8])[cH:9][cH:10][cH:11][c:12]1[O:13][CH2:14][CH2:15][F:16].